From a dataset of the Open Reaction Database (ORD), a public repository of structured organic reaction records. describe an organic reaction: reactants, conditions, products, and yield The reactants are OCc1cc(Br)ccc1Sc1ccccc1, O=S(Cl)Cl, c1ccccc1. Product: ClCc1cc(Br)ccc1Sc1ccccc1. RXN SMILES: [Br:1][c:2]1[cH:3][c:4]([CH2:5][OH:6])[c:7]([S:10][c:11]2[cH:12][cH:13][cH:14][cH:15][cH:16]2)[cH:8][cH:9]1.[S:17]([Cl:18])([Cl:19])=[O:20].[cH:21]1[cH:22][cH:23][cH:24][cH:25][cH:26]1>>[Br:1][c:2]1[cH:3][c:4]([CH2:5][Cl:19])[c:7]([S:10][c:11]2[cH:12][cH:13][cH:14][cH:15][cH:16]2)[cH:8][cH:9]1. Starting materials: COC=1C=CC=C(C1C=2C=CC=CC2P(C3CCCCC3)C4CCCCC4)OC (s-phos), BrC1=CC=CC2=C1SCC1=C2N(N=C1C(=O)OCC)C1=CC=CC=C1 (Ethyl 6-bromo-1-phenyl-1,4-dihydrothiochromeno[4,3-c]pyrazole-3-carboxylate), CN(C)C=O.O (DMF water). Reagents/catalysts: [C-]#N.[Zn+2].[C-]#N (Zinc cyanide), C=1C=CC(=CC1)/C=C/C(=O)/C=C/C2=CC=CC=C2.C=1C=CC(=CC1)/C=C/C(=O)/C=C/C2=CC=CC=C2.C=1C=CC(=CC1)/C=C/C(=O)/C=C/C2=CC=CC=C2.[Pd].[Pd] (Pd2 (dba)3). The solvent is C(Cl)Cl (DCM). Conditions: temperature 120 celsius. The product is C(#N)C1=CC=CC2=C1SCC1=C2N(N=C1C(=O)OCC)C1=CC=CC=C1 (Ethyl 6-cyano-1-phenyl-1,4-dihydrothiochromeno[4,3-c]pyrazole-3-carboxlate). RXN SMILES: Br[C:2]1[C:7]2[S:8][CH2:9][C:10]3[C:14]([C:15]([O:17][CH2:18][CH3:19])=[O:16])=[N:13][N:12]([C:20]4[CH:25]=[CH:24][CH:23]=[CH:22][CH:21]=4)[C:11]=3[C:6]=2[CH:5]=[CH:4][CH:3]=1.COC1C=CC=C(OC)C=1C1C=CC=CC=1P(C1CCCCC1)C1CCCCC1.[CH3:55][N:56](C=O)C.O>C(Cl)Cl.[C-]#N.[Zn+2].[C-]#N.C1C=CC(/C=C/C(/C=C/C2C=CC=CC=2)=O)=CC=1.C1C=CC(/C=C/C(/C=C/C2C=CC=CC=2)=O)=CC=1.C1C=CC(/C=C/C(/C=C/C2C=CC=CC=2)=O)=CC=1.[Pd].[Pd]>[C:55]([C:2]1[C:7]2[S:8][CH2:9][C:10]3[C:14]([C:15]([O:17][CH2:18][CH3:19])=[O:16])=[N:13][N:12]([C:20]4[CH:25]=[CH:24][CH:23]=[CH:22][CH:21]=4)[C:11]=3[C:6]=2[CH:5]=[CH:4][CH:3]=1)#[N:56] |f:2.3,5.6.7,8.9.10.11.12|. Procedure: Ethyl 6-bromo-1-phenyl-1,4-dihydrothiochromeno[4,3-c]pyrazole-3-carboxylate (200 mg, 0.483 mmol) in DMF/water (10:1, 4.4 mL) is taken in a sealed tube and purged with nitrogen for 10 min. Zinc cyanide (64 mg, 0.545 mmol), Pd2 (dba)3 (18 mg, 0.019 mmol) and s-phos (20 mg, 0.483 mmol) are then added and heated to 120° C. for 2 h. After this time, the reaction mixture is diluted with DCM, filtered through acelite pad, washed with water, dried over Na2SO4 and concentrated under reduced pressure to a... The reactants are CC(CC=O)(C)C (3,3-Dimethylbutyraldehyde), CC1=C(CNC(CC2CCNCC2)=O)C=CC(=C1)C(=O)N1C2=C(NC=3N(N=CC3C1)C)C=CC=C2 (N-[2-methyl-4-(3-methyl-4,10-dihydro-3H-2,3,4,9-tetraaza-benzo[f]azulene-9-carbonyl)-benzyl]-2-piperidin-4-yl-acetamide), C(#N)[BH3-].[Na+] (Sodium cyanoborohydride). Run in CO.C(C)(=O)O (methanol acetic acid). Reaction conditions: time 1 hour. Yields the product CC(CCN1CCC(CC1)CC(=O)NCC1=C(C=C(C=C1)C(=O)N1C2=C(NC=3N(N=CC3C1)C)C=CC=C2)C)(C)C (2-[1-(3,3-Dimethyl-butyl)-piperidin-4-yl]-N-[2-methyl-4-(3-methyl-4,10-dihydro-3H-2,3,4,9-tetraaza-benzo[f]azulene-9-carbonyl)-benzyl]-acetamide). The yield is 75.0%. As a reaction SMILES: [CH3:1][C:2]([CH3:7])([CH3:6])[CH2:3][CH:4]=O.[CH3:8][C:9]1[CH:25]=[C:24]([C:26]([N:28]2[CH2:37][C:36]3[CH:35]=[N:34][N:33]([CH3:38])[C:32]=3[NH:31][C:30]3[CH:39]=[CH:40][CH:41]=[CH:42][C:29]2=3)=[O:27])[CH:23]=[CH:22][C:10]=1[CH2:11][NH:12][C:13](=[O:21])[CH2:14][CH:15]1[CH2:20][CH2:19][NH:18][CH2:17][CH2:16]1.C([BH3-])#N.[Na+]>CO.C(O)(=O)C>[CH3:1][C:2]([CH3:7])([CH3:6])[CH2:3][CH2:4][N:18]1[CH2:17][CH2:16][CH:15]([CH2:14][C:13]([NH:12][CH2:11][C:10]2[CH:22]=[CH:23][C:24]([C:26]([N:28]3[CH2:37][C:36]4[CH:35]=[N:34][N:33]([CH3:38])[C:32]=4[NH:31][C:30]4[CH:39]=[CH:40][CH:41]=[CH:42][C:29]3=4)=[O:27])=[CH:25][C:9]=2[CH3:8])=[O:21])[CH2:20][CH2:19]1 |f:2.3,4.5|. Procedure details: 3,3-Dimethylbutyraldehyde (0.048 ml, 0.38 mmol) was added to a solution of N-[2-methyl-4-(3-methyl-4,10-dihydro-3H-2,3,4,9-tetraaza-benzo[f]azulene-9-carbonyl)-benzyl]-2-piperidin-4-yl-acetamide from Example E91 (130 mg, 0.25 mmol) in methanol/acetic acid (49:1, v/v, 2.5 ml) and the mixture was stirred at room temperature for 1 h. Sodium cyanoborohydride (24 mg, 0.38 mmol) was added, and the mixture was stirred at room temperature for 18 h then concentrated in vacuo. The residue was dissolved in... Reactants: CO, CCOC(=O)CP(=O)(OCC)OCC, CCCC(=O)c1ccc(F)cc1, [Li]CCCC, C1CCOC1. Product: CCCC(=CC(=O)OCC)c1ccc(F)cc1. RXN SMILES: [CH3:20][OH:21].[CH3:6][CH2:7][O:8][C:9](=[O:10])[CH2:11][P:12]([O:13][CH2:14][CH3:15])([O:16][CH2:17][CH3:18])=[O:19].[F:22][c:23]1[cH:24][cH:25][c:26]([C:29]([CH2:30][CH2:31][CH3:32])=[O:33])[cH:27][cH:28]1.[Li:1][CH2:2][CH2:3][CH2:4][CH3:5].[O:34]1[CH2:35][CH2:36][CH2:37][CH2:38]1>>[CH3:6][CH2:7][O:8][C:9](=[O:10])[CH:11]=[C:29]([c:26]1[cH:25][cH:24][c:23]([F:22])[cH:28][cH:27]1)[CH2:30][CH2:31][CH3:32]. Starting materials: Cl.ClC1=CC=C(C2=CC=CC=C12)CC1CCN(CC1)CCCC(=O)C1=CC=CC=C1 (4-[4-((4-chloro-1-naphthyl)methyl)-1-piperidyl]-1-phenyl-1-butanone hydrochloride), FC1=CC=C(C=C1)C(CCC)=O (1-(4-fluorophenyl)-1-butanone). The product is C1(=CC=CC=C1)C(CCCN1CCC(CC1)CC1=CC=C(C2=CC=CC=C12)Cl)O (α-phenyl-4-[(4-chloro-1-naphthyl)methyl]-1-piperidinebutanol). Reaction SMILES: Cl.[Cl:2][C:3]1[C:12]2[C:7](=[CH:8][CH:9]=[CH:10][CH:11]=2)[C:6]([CH2:13][CH:14]2[CH2:19][CH2:18][N:17]([CH2:20][CH2:21][CH2:22][C:23]([C:25]3[CH:30]=[CH:29][CH:28]=[CH:27][CH:26]=3)=[O:24])[CH2:16][CH2:15]2)=[CH:5][CH:4]=1.FC1C=CC(C(=O)CCC)=CC=1>>[C:25]1([CH:23]([OH:24])[CH2:22][CH2:21][CH2:20][N:17]2[CH2:16][CH2:15][CH:14]([CH2:13][C:6]3[C:7]4[C:12](=[CH:11][CH:10]=[CH:9][CH:8]=4)[C:3]([Cl:2])=[CH:4][CH:5]=3)[CH2:19][CH2:18]2)[CH:26]=[CH:27][CH:28]=[CH:29][CH:30]=1 |f:0.1|. Procedure details: When the procedure of Example 37, 4-[4-((4-chloro-1-naphthyl)methyl)-1-piperidyl]-1-phenyl-1-butanone hydrochloride is substituted for 4-[4-(2-naphthyl)hydroxymethyl)-1-piperidyl]-1-(4-fluorophenyl)-1-butanone, α-phenyl-4-[(4-chloro-1-naphthyl)methyl]-1-piperidinebutanol is obtained. The reactants are FC(F)(F)c1cccc(CBr)n1, COc1ccc(C(=O)c2c[nH]c3ccccc3c2=O)cc1C, CN(C)C=O. Yields the product COc1ccc(C(=O)c2cn(Cc3cccc(C(F)(F)F)n3)c3ccccc3c2=O)cc1C. Reaction SMILES: [Br:23][CH2:24][c:25]1[n:26][c:27]([C:31]([F:32])([F:33])[F:34])[cH:28][cH:29][cH:30]1.[CH3:1][O:2][c:3]1[c:4]([CH3:22])[cH:5][c:6]([C:7](=[O:8])[c:9]2[cH:10][nH:11][c:12]3[cH:13][cH:14][cH:15][cH:16][c:17]3[c:18]2=[O:19])[cH:20][cH:21]1.[CH3:35][N:36]([CH3:37])[CH:38]=[O:39]>>[CH3:1][O:2][c:3]1[c:4]([CH3:22])[cH:5][c:6]([C:7](=[O:8])[c:9]2[cH:10][n:11]([CH2:24][c:25]3[n:26][c:27]([C:31]([F:32])([F:33])[F:34])[cH:28][cH:29][cH:30]3)[c:12]3[cH:13][cH:14][cH:15][cH:16][c:17]3[c:18]2=[O:19])[cH:20][cH:21]1. Reactants: C(C(O)CC(=O)O)(=O)O (malic acid), S(O)(O)(=O)=O (sulfuric acid), OS(=O)(=O)O.O=S(=O)=O (oleum). The solvent is O (water). Conditions: temperature 100 celsius. Yields the product C1=CC(=O)OC=C1C(=O)O (coumalic acid). RXN SMILES: C(O)(=O)[CH:2]([CH2:4][C:5]([OH:7])=[O:6])[OH:3].S(=O)(=O)(O)O.OS(O)(=O)=O.O=S(=O)=O>O>[CH:5]1[C:4]([C:5]([OH:7])=[O:6])=[CH:2][O:3][C:2](=[O:3])[CH:4]=1 |f:2.3|. Procedure: To 200 g of malic acid was added 175 cc of concentrated sulfuric acid and 1 g of 65% oleum. The mixture was heated to 100° C. for two hours, cooled to 30° C. and diluted with 300 cc of water. The reaction mixture was cooled to 25° C. and filtered to give coumalic acid.